From a dataset of the Open Reaction Database (ORD), a public repository of structured organic reaction records. describe an organic reaction: reactants, conditions, products, and yield Reactants: CC(CCCC1(C)OCC2(CCO)CCC1O2)C(=O)O, O=C([O-])O, [Li]CC=C(C)C, [LiH], [Na+]. Product: CC(C)=CCC(=O)C(C)CCCC1(C)OCC2(CCO)CCC1O2. RXN SMILES: [C:1](=[O:2])([OH:3])[CH:4]([CH2:5][CH2:6][CH2:7][C:8]1([CH3:19])[O:9][CH2:10][C:11]2([CH2:16][CH2:17][OH:18])[CH2:12][CH2:13][CH:14]1[O:15]2)[CH3:20].[C:28](=[O:29])([OH:30])[O-:31].[CH3:22][C:23](=[CH:24][CH2:25][Li:26])[CH3:27].[LiH:21].[Na+:32]>>[C:1](=[O:3])([CH:4]([CH2:5][CH2:6][CH2:7][C:8]1([CH3:19])[O:9][CH2:10][C:11]2([CH2:16][CH2:17][OH:18])[CH2:12][CH2:13][CH:14]1[O:15]2)[CH3:20])[CH2:25][CH:24]=[C:23]([CH3:22])[CH3:27]. Reactants: CN1N=CC(=C1C(=O)O)[N+](=O)[O-] (1-methyl-4-nitro-1H-pyrazole-5-carboxylic acid), S(=O)(Cl)Cl (thionyl chloride), ClC1=NC=CC=C1N (2-chloro-3-aminopyridine). Solvent: CN(P(N(C)C)(N(C)C)=O)C (hexamethylphosphoric acid triamide). Product: ClC1=NC=CC=C1NC(=O)C1=C(C=NN1C)[N+](=O)[O-] (N-(2-Chloro-3-pyridinyl)-1-methyl-4-nitro-1H-pyrazole-5-carboxamide). RXN SMILES: [CH3:1][N:2]1[C:6]([C:7]([OH:9])=O)=[C:5]([N+:10]([O-:12])=[O:11])[CH:4]=[N:3]1.S(Cl)(Cl)=O.[Cl:17][C:18]1[C:23]([NH2:24])=[CH:22][CH:21]=[CH:20][N:19]=1>CN(C)P(=O)(N(C)C)N(C)C>[Cl:17][C:18]1[C:23]([NH:24][C:7]([C:6]2[N:2]([CH3:1])[N:3]=[CH:4][C:5]=2[N+:10]([O-:12])=[O:11])=[O:9])=[CH:22][CH:21]=[CH:20][N:19]=1. Procedure: Prepared analogously to Example A(a) from 1-methyl-4-nitro-1H-pyrazole-5-carboxylic acid, thionyl chloride, and 2-chloro-3-aminopyridine in hexamethylphosphoric acid triamide. The reactants are NC1=NC(=CC(=N1)N1CCC2(C[C@H](NC2)C(=O)OC(C)C)CC1)O[C@@H](C(F)(F)F)C1=C(C=C(C=C1)C1=CC(=C(C=C1)C)C)N1N=C(C=C1)C ((S)-isopropyl 8-(2-amino-6-((R)-1-(3′,4′-dimethyl-3-(3-methyl-1H-pyrazol-1-yl)-[1,1′-biphenyl]-4-yl)-2,2,2-trifluoroethoxy)pyrimidin-4-yl)-2,8-diazaspiro[4.5]decane-3-carboxylate), NC1=NC(=CC(=N1)N1CCC2(C[C@H](NC2)C(=O)O)CC1)O[C@@H](C(F)(F)F)C1=C(C=C(C=C1)Cl)C1=CC=CC=C1 ((S)-8-(2-amino-6-((R)-1-(5-chloro-[1,1′-biphenyl]-2-yl)-2,2,2-trifluoroethoxy)pyrimidin-4-yl)-2,8-diazaspiro[4.5]decane-3-carboxylic acid). Yields the product NC1=NC(=CC(=N1)N1CCC2(C[C@H](NC2)C(=O)OC(C)C)CC1)O[C@@H](C(F)(F)F)C1=C(C=C(C=C1)Cl)C1=CC=CC=C1 ((S)-isopropyl 8-(2-amino-6-((R)-1-(5-chloro-[1,1′-biphenyl]-2-yl)-2,2,2-trifluoroethoxy)pyrimidin-4-yl)-2,8-diazaspiro[4.5]decane-3-carboxylate). RXN SMILES: NC1N=[C:6](N2CCC3(CN[C@H](C(OC(C)C)=O)C3)CC2)[CH:5]=[C:4](O[C@H](C2C=CC(C3C=CC(C)=C(C)C=3)=CC=2N2C=CC(C)=N2)C(F)(F)F)N=1.[NH2:50][C:51]1[N:56]=[C:55]([N:57]2[CH2:69][CH2:68][C:60]3([CH2:64][NH:63][C@H:62]([C:65]([OH:67])=[O:66])[CH2:61]3)[CH2:59][CH2:58]2)[CH:54]=[C:53]([O:70][C@H:71]([C:76]2[CH:81]=[CH:80][C:79]([Cl:82])=[CH:78][C:77]=2[C:83]2[CH:88]=[CH:87][CH:86]=[CH:85][CH:84]=2)[C:72]([F:75])([F:74])[F:73])[N:52]=1>>[NH2:50][C:51]1[N:56]=[C:55]([N:57]2[CH2:58][CH2:59][C:60]3([CH2:64][NH:63][C@H:62]([C:65]([O:67][CH:5]([CH3:6])[CH3:4])=[O:66])[CH2:61]3)[CH2:68][CH2:69]2)[CH:54]=[C:53]([O:70][C@H:71]([C:76]2[CH:81]=[CH:80][C:79]([Cl:82])=[CH:78][C:77]=2[C:83]2[CH:88]=[CH:87][CH:86]=[CH:85][CH:84]=2)[C:72]([F:75])([F:74])[F:73])[N:52]=1. Reported procedure: The title compound was prepared as described for (S)-isopropyl 8-(2-amino-6-((R)-1-(3′,4′-dimethyl-3-(3-methyl-1H-pyrazol-1-yl)-[1,1′-biphenyl]-4-yl)-2,2,2-trifluoroethoxy)pyrimidin-4-yl)-2,8-diazaspiro[4.5]decane-3-carboxylate (Example 67a) starting with (S)-8-(2-amino-6-((R)-1-(5-chloro-[1,1′-biphenyl]-2-yl)-2,2,2-trifluoroethoxy)pyrimidin-4-yl)-2,8-diazaspiro[4.5]decane-3-carboxylic acid (Example 34c). The reactants are C(C)OC(COC1=C(C=C(C=C1)NC(=O)OC(C)(C)C)CCCOC)=O ([4-tert-butoxycarbonylamino-2-(3-methoxy-propyl)-phenoxy]-acetic acid ethyl ester), ice KHSO4, [H-].[Na+] (NaH), CI (MeI). The solvent is CN(C)C=O (DMF). Reaction conditions: time 1 hour. The product is C(C)OC(COC1=C(C=C(C=C1)N(C)C(=O)OC(C)(C)C)CCCOC)=O (4-(tert-Butoxycarbonyl-methyl-amino)-2-(3-methoxy-propyl)-phenoxy-acetic acid ethyl ester). As a reaction SMILES: [CH2:1]([O:3][C:4](=[O:26])[CH2:5][O:6][C:7]1[CH:12]=[CH:11][C:10]([NH:13][C:14]([O:16][C:17]([CH3:20])([CH3:19])[CH3:18])=[O:15])=[CH:9][C:8]=1[CH2:21][CH2:22][CH2:23][O:24][CH3:25])[CH3:2].[H-].[Na+].[CH3:29]I>CN(C=O)C>[CH2:1]([O:3][C:4](=[O:26])[CH2:5][O:6][C:7]1[CH:12]=[CH:11][C:10]([N:13]([C:14]([O:16][C:17]([CH3:20])([CH3:19])[CH3:18])=[O:15])[CH3:29])=[CH:9][C:8]=1[CH2:21][CH2:22][CH2:23][O:24][CH3:25])[CH3:2] |f:1.2|. Procedure: To 2.21 g (6.01 mmol) of the above prepared [4-tert-butoxycarbonylamino-2-(3-methoxy-propyl)-phenoxy]-acetic acid ethyl ester, dissolved in 18 ml of abs. DMF, was added at 0° C. 0.313 g of NaH (60% in mineral oil, 1.3 eq.). 5 Min. later, 0.75 ml (2 eq.) of MeI was added and the reaction allowed to proceed for 10 Min. at 0° C. and for 1 h at ambient temperature. Pouring onto crashed ice/KHSO4 solution, twofold extraction with AcOEt, washing with water and brine, drying over magnesium sulfate, and... The reactants are C(C)(C)(C)OC(=O)NC1=C(C=C(C=C1)C=1SC=CC1)NC(=O)C1=CC=C(C(=O)OC)C=C1 (methyl 4-({[2-[(tert-butoxycarbonyl)amino]-5-(2-thienyl)phenyl]amino}carbonyl)benzoate), O (H2O), CO (MeOH), [Li+].[OH-] (LiOH). Run in CCOC(=O)C (EtOAc), C1CCOC1 (THF). Run at time 18 hour. The product is C(C)(C)(C)OC(=O)NC1=C(C=C(C=C1)C=1SC=CC1)NC(=O)C1=CC=C(C(=O)O)C=C1 (4-({[2-[(tert-Butoxycarbonyl)amino]-5-(2-thienyl)phenyl]amino}carbonyl)benzoic acid). RXN SMILES: [C:1]([O:5][C:6]([NH:8][C:9]1[CH:14]=[CH:13][C:12]([C:15]2[S:16][CH:17]=[CH:18][CH:19]=2)=[CH:11][C:10]=1[NH:20][C:21]([C:23]1[CH:32]=[CH:31][C:26]([C:27]([O:29]C)=[O:28])=[CH:25][CH:24]=1)=[O:22])=[O:7])([CH3:4])([CH3:3])[CH3:2].O.CO.[Li+].[OH-]>CCOC(C)=O.C1COCC1>[C:1]([O:5][C:6]([NH:8][C:9]1[CH:14]=[CH:13][C:12]([C:15]2[S:16][CH:17]=[CH:18][CH:19]=2)=[CH:11][C:10]=1[NH:20][C:21]([C:23]1[CH:24]=[CH:25][C:26]([C:27]([OH:29])=[O:28])=[CH:31][CH:32]=1)=[O:22])=[O:7])([CH3:4])([CH3:2])[CH3:3] |f:3.4|. Procedure: To a solution of methyl 4-({[2-[(tert-butoxycarbonyl)amino]-5-(2-thienyl)phenyl]amino}carbonyl)benzoate (3.20 g, 7.07 mmol) in 1:1:2 H2O:MeOH:THF (80 mL) was added LiOH (1.20 g, 50.1 mmol). The reaction was stirred at room temperature for 18 h, diluted with EtOAc, washed with 2 N HCl, dried (Na2SO4), and evaporated to give the desired product as a red solid. MS: cal'd 461 (MNa+), exp 461 (MNa+).